describe an organic reaction: reactants, conditions, products, and yield From a dataset of the Open Reaction Database (ORD), a public repository of structured organic reaction records. Starting materials: Cl.NC(=N)N (guanidine hydrochloride), CC(C)(C)[O-].[K+] (t-BuOK), [N+](=O)([O-])C1=CC=CC=C1 (nitrobenzene). The solvent is CS(=O)C (DMSO). Conditions: time 1 minute. Yields the product NC=1N=NC2=C(N1)C=CC=C2 (3-amino-1,2,4-benzotriazine). The yield is 71.8%. RXN SMILES: Cl.[NH2:2][C:3]([NH2:5])=[NH:4].CC([O-])(C)C.[K+].[N+:12]([C:15]1[CH:20]=[CH:19][CH:18]=[CH:17][CH:16]=1)([O-])=O>CS(C)=O>[NH2:4][C:3]1[N:5]=[N:12][C:15]2[CH:20]=[CH:19][CH:18]=[CH:17][C:16]=2[N:2]=1 |f:0.1,2.3|. Procedure details: To a stirring mixture of guanidine hydrochloride (160 mg, 1.7 mmol) and t-BuOK (670 mg, 6 mmol) in DMSO (4 mL) was added one portion of nitrobenzene (123 mg, 1 mmol) at room temperature. The mixture turned red in one minute. In 20 to 30 minutes the mixture was quenched with a saturated, aqueous solution of ammonium chloride. A yellow precipitate was formed and removed by filtration. The precipitate was then washed with water, dried in the air, and recrystallized from benzene or ethanol to give 1... Starting materials: C(C)(C)(C)OC(CN1C(=C(C2=CC(=CC=C12)Cl)C1=NNC(C2=CC=CC=C12)=O)C)=O ([5-Chloro-2-methyl-3-(4-oxo-3,4-dihydro-phthalazin-1-yl)-indol-1-yl]-acetic acid tert-butyl ester), ClCC1COC2=C(O1)C=CC=C2 (2-chloromethyl-2,3-dihydro-benzo[1,4]dioxine). Product: ClC=1C=C2C(=C(N(C2=CC1)CC(=O)O)C)C1=NN(C(C2=CC=CC=C12)=O)CC1COC2=C(O1)C=CC=C2 ({5-Chloro-3-[3-(2,3-dihydro-benzo[1,4]dioxin-2-ylmethyl)-4-oxo-3,4-dihydro-phthalazin-1-yl]-2-methyl-indol-1-yl}-acetic acid). Reaction SMILES: C([O:5][C:6](=[O:30])[CH2:7][N:8]1[C:16]2[C:11](=[CH:12][C:13]([Cl:17])=[CH:14][CH:15]=2)[C:10]([C:18]2[C:27]3[C:22](=[CH:23][CH:24]=[CH:25][CH:26]=3)[C:21](=[O:28])[NH:20][N:19]=2)=[C:9]1[CH3:29])(C)(C)C.Cl[CH2:32][CH:33]1[O:38][C:37]2[CH:39]=[CH:40][CH:41]=[CH:42][C:36]=2[O:35][CH2:34]1>>[Cl:17][C:13]1[CH:12]=[C:11]2[C:16](=[CH:15][CH:14]=1)[N:8]([CH2:7][C:6]([OH:5])=[O:30])[C:9]([CH3:29])=[C:10]2[C:18]1[C:27]2[C:22](=[CH:23][CH:24]=[CH:25][CH:26]=2)[C:21](=[O:28])[N:20]([CH2:32][CH:33]2[O:38][C:37]3[CH:39]=[CH:40][CH:41]=[CH:42][C:36]=3[O:35][CH2:34]2)[N:19]=1. Procedure: The title compound was prepared from the product of example 16, step c) and 2-chloromethyl-2,3-dihydro-benzo[1,4]dioxine using the procedure described in example 14. MS: ESI (negative): 514, 516 (M−H).